This data is from the Open Reaction Database (ORD), a public repository of structured organic reaction records. The task is: describe an organic reaction: reactants, conditions, products, and yield The reactants are COC(=O)c1cc2c([nH]1)C(c1cccc(Br)c1)CC2, C1CCOC1, CO, [Li+], [OH-]. Yields the product O=C(O)c1cc2c([nH]1)C(c1cccc(Br)c1)CC2. RXN SMILES: [Br:1][c:2]1[cH:3][c:4]([CH:8]2[CH2:9][CH2:10][c:11]3[c:12]2[nH:13][c:14]([C:16](=[O:17])[O:18][CH3:19])[cH:15]3)[cH:5][cH:6][cH:7]1.[CH2:24]1[O:25][CH2:26][CH2:27][CH2:28]1.[CH3:22][OH:23].[Li+:20].[OH-:21]>>[Br:1][c:2]1[cH:3][c:4]([CH:8]2[CH2:9][CH2:10][c:11]3[c:12]2[nH:13][c:14]([C:16](=[O:17])[OH:18])[cH:15]3)[cH:5][cH:6][cH:7]1. The reactants are [K+], [OH-], O, O=[N+]([O-])O, O=S(=O)(O)O, c1ccc(C2CCNCC2)cc1. Yields the product O=[N+]([O-])c1ccc(C2CCNCC2)cc1. As a reaction SMILES: [K+:19].[OH-:18].[OH2:17].[OH:13][N+:14]([O-:15])=[O:16].[S:20](=[O:21])(=[O:22])([OH:23])[OH:24].[c:1]1([CH:7]2[CH2:8][CH2:9][NH:10][CH2:11][CH2:12]2)[cH:2][cH:3][cH:4][cH:5][cH:6]1>>[c:1]1([CH:7]2[CH2:8][CH2:9][NH:10][CH2:11][CH2:12]2)[cH:2][cH:3][c:4]([N+:14](=[O:13])[O-:15])[cH:5][cH:6]1. Reactants: FC(OC1=CC=C(C=C1)O)(F)F (4-trifluoromethoxyphenol), BrBr (bromine). Solvent: C(Cl)Cl (CH2Cl2), C(Cl)Cl (CH2Cl2). Reaction conditions: time 20 hour. The product is hexanes CH2Cl2, BrC1=C(C=CC(=C1)OC(F)(F)F)O (2-Bromo-4-(trifluoromethoxy)phenol). Isolated yield 56.4%. RXN SMILES: [F:1][C:2]([F:12])([F:11])[O:3][C:4]1[CH:9]=[CH:8][C:7]([OH:10])=[CH:6][CH:5]=1.[Br:13]Br>C(Cl)Cl>[Br:13][C:6]1[CH:5]=[C:4]([O:3][C:2]([F:11])([F:12])[F:1])[CH:9]=[CH:8][C:7]=1[OH:10]. Procedure: A solution of 1.78 g (10.0 mmol) of 4-trifluoromethoxyphenol in 5 mL of CH2Cl2 at 0° C. was treated with a solution of 2.20 g (14.0 mmol) of bromine in 5 mL of CH2Cl2. The cooling bath was removed and the resulting mixture was stirred at rt for 20 h. The reaction quenched with 5% aqueous Na2S2O3 and the resulting mixture was partitioned between 150 mL of ether and 150 mL of H2O. The layers were separated; the organic layer was dried over MgSO4 and concentrated in vacuo. Flash chromatography on 1... Starting materials: NC1=NC=C(C=C1[N+](=O)[O-])[N+](=O)[O-] (2-amino-3,5-dinitropyridine), C1CCOC1 (THF), CO (methanol), [NH4+].[OH-] (NH4OH), Cl (HCl), acid, polyphosphoric acid, ice H2O. The reagents and catalysts are [Ni] (Raney-nickel). Solvent: O (H2O). Run at temperature 95 celsius. The product is C(CCC)C=1NC=2C(=NC=CC2)N1 (2-butylimidazo[4,5-b]pyridine). Reaction SMILES: [NH2:1][C:2]1[C:7]([N+:8]([O-])=O)=[CH:6][C:5]([N+]([O-])=O)=[CH:4][N:3]=1.[CH2:14]1[CH2:18]O[CH2:16][CH2:15]1.Cl.[NH4+].[OH-].[CH3:22]O>O.[Ni]>[CH2:14]([C:18]1[NH:8][C:7]2[C:2]([N:1]=1)=[N:3][CH:4]=[CH:5][CH:6]=2)[CH2:15][CH2:16][CH3:22] |f:3.4|. Reported procedure: A mixture of 2-amino-3,5-dinitropyridine (5.32 g, 28.9 mmol), THF (100 mL), methanol (250 mL) and Raney-nickel (3 mL of a 1:1 suspension in H2O) was stirred under H2 (1 atm.) was stirred for 5 h. The reaction mixture was quickly filtered into a receiving flask containing 5 mL of conc. HCl and the solvent was removed in vacuo at r.t. To this crude 2,3,5-triaminopyridine.HCl was added valetic acid (9.43 mL, 86.7 mmol) and polyphosphoric acid (100 mL) and this mixture was heated to 95° C. for 6 h. ... Reactants: CSc1nnc(Br)s1, COCCOC, [Na+], [Na+], O=C([O-])[O-], OB(O)c1ccc2cnccc2c1, c1ccc(P(c2ccccc2)(c2ccccc2)[Pd](P(c2ccccc2)(c2ccccc2)c2ccccc2)(P(c2ccccc2)(c2ccccc2)c2ccccc2)P(c2ccccc2)(c2ccccc2)c2ccccc2)cc1. Product: CSc1nnc(-c2ccc3cnccc3c2)s1. Reaction SMILES: [Br:14][c:15]1[s:16][c:17]([S:20][CH3:21])[n:18][n:19]1.[CH2:105]([CH2:106][O:107][CH3:108])[O:109][CH3:110].[Na+:22].[Na+:23].[O-:24][C:25](=[O:26])[O-:27].[cH:1]1[n:2][cH:3][cH:4][c:5]2[cH:6][c:7]([B:11]([OH:12])[OH:13])[cH:8][cH:9][c:10]12.[cH:28]1[cH:29][cH:30][c:31]([P:32]([Pd:33]([P:34]([c:35]2[cH:36][cH:37][cH:38][cH:39][cH:40]2)([c:41]2[cH:42][cH:43][cH:44][cH:45][cH:46]2)[c:47]2[cH:48][cH:49][cH:50][cH:51][cH:52]2)([P:53]([c:54]2[cH:55][cH:56][cH:57][cH:58][cH:59]2)([c:60]2[cH:61][cH:62][cH:63][cH:64][cH:65]2)[c:66]2[cH:67][cH:68][cH:69][cH:70][cH:71]2)[P:72]([c:73]2[cH:74][cH:75][cH:76][cH:77][cH:78]2)([c:79]2[cH:80][cH:81][cH:82][cH:83][cH:84]2)[c:85]2[cH:86][cH:87][cH:88][cH:89][cH:90]2)([c:91]2[cH:92][cH:93][cH:94][cH:95][cH:96]2)[c:97]2[cH:98][cH:99][cH:100][cH:101][cH:102]2)[cH:103][cH:104]1>>[cH:1]1[n:2][cH:3][cH:4][c:5]2[cH:6][c:7](-[c:15]3[s:16][c:17]([S:20][CH3:21])[n:18][n:19]3)[cH:8][cH:9][c:10]12. Reactants: FC1=CC=C(C=C1)N1N=CC2=CC(=C(C=C12)C)O[C@@H]([C@H](C)N)C1=CC(=CC=C1)OC ((1R,2S)-1-[1-(4-fluorophenyl)-6-methyl-indazol-5-yl]oxy-1-(3-methoxyphenyl)-propan-2-amine), C(C)(=O)OCC(=O)Cl (acetoxyacetyl chloride). Product: FC1=CC=C(C=C1)N1N=CC2=CC(=C(C=C12)C)O[C@@H]([C@H](C)NC(CO)=O)C1=CC(=CC=C1)OC (N-[(1R,2S)-1-[1-(4-Fluorophenyl)-6-methyl-indazol-5-yl]oxy-1-(3-methoxyphenyl)propan-2-yl]-2-hydroxy-acetamide). RXN SMILES: [F:1][C:2]1[CH:7]=[CH:6][C:5]([N:8]2[C:16]3[C:11](=[CH:12][C:13]([O:18][C@H:19]([C:23]4[CH:28]=[CH:27][CH:26]=[C:25]([O:29][CH3:30])[CH:24]=4)[C@@H:20]([NH2:22])[CH3:21])=[C:14]([CH3:17])[CH:15]=3)[CH:10]=[N:9]2)=[CH:4][CH:3]=1.C([O:34][CH2:35][C:36](Cl)=[O:37])(=O)C>>[F:1][C:2]1[CH:7]=[CH:6][C:5]([N:8]2[C:16]3[C:11](=[CH:12][C:13]([O:18][C@H:19]([C:23]4[CH:28]=[CH:27][CH:26]=[C:25]([O:29][CH3:30])[CH:24]=4)[C@@H:20]([NH:22][C:35](=[O:34])[CH2:36][OH:37])[CH3:21])=[C:14]([CH3:17])[CH:15]=3)[CH:10]=[N:9]2)=[CH:4][CH:3]=1. Reported procedure: Prepared as described in Example 102 using (1R,2S)-1-[1-(4-fluorophenyl)-6-methyl-indazol-5-yl]oxy-1-(3-methoxyphenyl)-propan-2-amine (73 mg, 0.18 mmol) and acetoxyacetyl chloride (0.077 ml, 0.72 mmol). Yield 67 mg (80%). As a reaction SMILES: [CH3:49][CH2:50][OH:51].[O:34]1[CH:35]([CH2:37][O:38][c:39]2[c:40]3[cH:41][cH:42][cH:43][n:44][c:45]3[cH:46][cH:47][cH:48]2)[CH2:36]1.[c:1]1([CH2:7][CH2:8][CH2:9][CH:10]([CH2:11][CH2:12][CH2:13][c:14]2[cH:15][cH:16][cH:17][cH:18][cH:19]2)[NH:20][C:21](=[O:22])[CH:23]2[CH2:24][CH2:25][N:26]([C:29]([CH2:30][NH:31][CH3:32])=[O:33])[CH2:27][CH2:28]2)[cH:2][cH:3][cH:4][cH:5][cH:6]1>>[c:1]1([CH2:7][CH2:8][CH2:9][CH:10]([CH2:11][CH2:12][CH2:13][c:14]2[cH:15][cH:16][cH:17][cH:18][cH:19]2)[NH:20][C:21](=[O:22])[CH:23]2[CH2:24][CH2:25][N:26]([C:29]([CH2:30][N:31]([CH3:32])[CH2:36][CH:35]([OH:34])[CH2:37][O:38][c:39]3[c:40]4[cH:41][cH:42][cH:43][n:44][c:45]4[cH:46][cH:47][cH:48]3)=[O:33])[CH2:27][CH2:28]2)[cH:2][cH:3][cH:4][cH:5][cH:6]1. The reactants are CCO, c1cc(OCC2CO2)c2cccnc2c1, CNCC(=O)N1CCC(C(=O)NC(CCCc2ccccc2)CCCc2ccccc2)CC1. Product: CN(CC(=O)N1CCC(C(=O)NC(CCCc2ccccc2)CCCc2ccccc2)CC1)CC(O)COc1cccc2ncccc12. The reactants are COCn1c(Br)nc([N+](=O)[O-])c1Br, CN(C)C=O, CCOC(C)=O, [Na+], [Na+], [Na+], O, O=C([O-])O, O=S([O-])[O-]. Product: COCn1cc([N+](=O)[O-])nc1Br. As a reaction SMILES: [Br:1][c:2]1[n:3]([CH2:11][O:12][CH3:13])[c:4]([Br:10])[c:5]([N+:7](=[O:8])[O-:9])[n:6]1.[CH3:20][N:21]([CH3:22])[CH:23]=[O:24].[CH3:31][CH2:32][O:33][C:34](=[O:35])[CH3:36].[Na+:18].[Na+:19].[Na+:25].[OH2:30].[OH:26][C:27](=[O:28])[O-:29].[S:14]([O-:15])([O-:16])=[O:17]>>[Br:1][c:2]1[n:3]([CH2:11][O:12][CH3:13])[cH:4][c:5]([N+:7](=[O:8])[O-:9])[n:6]1. The reactants are N(=NC(=O)OCC)C(=O)OCC (Diethyl azodicarboxylate), C/C(/CO)=C\CCCCC1=C(CCCC1(C)C)C ((2E)-2-Methyl-7-(2,6,6-trimethyl-1-cyclohexen-1-yl)-2-heptenol), COC(CC1=CC=C(C=C1)O)OC (4-((2,2-dimethoxy)ethyl)phenol), C1(=CC=CC=C1)P(C1=CC=CC=C1)C1=CC=CC=C1 (triphenylphosphine). Run in C1CCOC1 (THF). Product: COC(CC1=CC=C(C=C1)OC\C(=C\CCCCC1=C(CCCC1(C)C)C)\C)OC (4-((2,2-dimethoxy)ethyl)-1-((2E)-2-methyl-7-(2,6,6-trimethyl- 1-cyclohexen-1-yl)-2-heptenyloxy)benzene). Isolated yield 91.4%. RXN SMILES: [CH3:1]/[C:2](=[CH:5]\[CH2:6][CH2:7][CH2:8][CH2:9][C:10]1[C:15]([CH3:17])([CH3:16])[CH2:14][CH2:13][CH2:12][C:11]=1[CH3:18])/[CH2:3][OH:4].[CH3:19][O:20][CH:21]([O:30][CH3:31])[CH2:22][C:23]1[CH:28]=[CH:27][C:26](O)=[CH:25][CH:24]=1.C1(P(C2C=CC=CC=2)C2C=CC=CC=2)C=CC=CC=1.N(C(OCC)=O)=NC(OCC)=O>C1COCC1>[CH3:31][O:30][CH:21]([O:20][CH3:19])[CH2:22][C:23]1[CH:24]=[CH:25][C:26]([O:4][CH2:3]/[C:2](/[CH3:1])=[CH:5]/[CH2:6][CH2:7][CH2:8][CH2:9][C:10]2[C:15]([CH3:17])([CH3:16])[CH2:14][CH2:13][CH2:12][C:11]=2[CH3:18])=[CH:27][CH:28]=1. Procedure: (2E)-2-Methyl-7-(2,6,6-trimethyl-1-cyclohexen-1-yl)-2-heptenol (1.5 g), 4-((2,2-dimethoxy)ethyl)phenol (1.1 g) and triphenylphosphine (1.59 g) are dissolved in THF (10 ml) and the solution cooled to 0°. Diethyl azodicarboxylate (1.05 ml, in 9 ml THF) is added dropwise with stirring, and the mixture is allowed to warm to room temperature and stirred overnight. The reaction mixture is concentrated and the residue is chromatographed with dichloromethane to provide 4-((2,2-dimethoxy)ethyl)-1-((2E)-2...